Dataset: the Open Reaction Database (ORD), a public repository of structured organic reaction records. Task: describe an organic reaction: reactants, conditions, products, and yield Starting materials: Example 2 ( A ), colorless liquid, N1CCNCCNCCNCC1 (1,4,7,10-tetraazacyclododecane), COC(N(C)C)OC (dimethylformamide dimethyl acetal). Run in C1=CC=CC=C1 (benzene). Yields the product N12CCN3CCN(CCNCC1)C23 (1,4,7,10-tetraazatricyclo[5.5.1.04,13 ]tridecane). RXN SMILES: [NH:1]1[CH2:12][CH2:11][NH:10][CH2:9][CH2:8][NH:7][CH2:6][CH2:5][NH:4][CH2:3][CH2:2]1.[CH3:13]OC(OC)N(C)C>C1C=CC=CC=1>[N:1]12[CH:13]3[N:4]([CH2:5][CH2:6][N:7]3[CH2:8][CH2:9][NH:10][CH2:11][CH2:12]1)[CH2:3][CH2:2]2. Reported procedure: In a manner similar to that of Example 2 (A), 5.00 g (29.1 mmol) of 1,4,7,10-tetraazacyclododecane, 3.46 g of dimethylformamide dimethyl acetal and 50 ml of dry benzene gave 5.00 g of colorless liquid, bp 88.5°-90° (0.30 mm). Analytically pure 1,4,7,10-tetraazatricyclo[5.5.1.04,13 ]tridecane was obtained by distillation of this material through a spinning band column, bp 82°-83° (two fractions) (0.25 mm) One fraction had nD25 = 1.5331. The other fraction was analyzed. Reactants: CCOC(=O)C(C)(C)Oc1cccc(CN)c1, Cc1nc(-c2ccc(C(F)(F)F)cc2)ccc1CC(=O)O. Product: CCOC(=O)C(C)(C)Oc1cccc(CNC(=O)Cc2ccc(-c3ccc(C(F)(F)F)cc3)nc2C)c1. RXN SMILES: [CH2:1]([CH3:2])[O:3][C:4]([C:5]([CH3:6])([CH3:7])[O:8][c:9]1[cH:10][c:11]([CH2:15][NH2:16])[cH:12][cH:13][cH:14]1)=[O:17].[CH3:18][c:19]1[n:20][c:21](-[c:29]2[cH:30][cH:31][c:32]([C:35]([F:36])([F:37])[F:38])[cH:33][cH:34]2)[cH:22][cH:23][c:24]1[CH2:25][C:26](=[O:27])[OH:28]>>[CH2:1]([CH3:2])[O:3][C:4]([C:5]([CH3:6])([CH3:7])[O:8][c:9]1[cH:10][c:11]([CH2:15][NH:16][C:26]([CH2:25][c:24]2[c:19]([CH3:18])[n:20][c:21](-[c:29]3[cH:30][cH:31][c:32]([C:35]([F:36])([F:37])[F:38])[cH:33][cH:34]3)[cH:22][cH:23]2)=[O:27])[cH:12][cH:13][cH:14]1)=[O:17].